Dataset: the Open Reaction Database (ORD), a public repository of structured organic reaction records. Task: describe an organic reaction: reactants, conditions, products, and yield The reactants are CCC(NC(=O)c1cc(-c2ccccc2)nc2ccccc12)(C(N)=O)c1ccccc1, CO, Cl. The product is CCC1(c2ccccc2)N=C(c2cc(-c3ccccc3)nc3ccccc23)NC1=O. RXN SMILES: [C:1]([NH2:2])(=[O:3])[C:4]([CH2:5][CH3:6])([c:7]1[cH:8][cH:9][cH:10][cH:11][cH:12]1)[NH:13][C:14](=[O:15])[c:16]1[cH:17][c:18](-[c:26]2[cH:27][cH:28][cH:29][cH:30][cH:31]2)[n:19][c:20]2[cH:21][cH:22][cH:23][cH:24][c:25]12.[CH3:33][OH:34].[ClH:32]>>[C:1]1(=[O:3])[NH:2][C:14]([c:16]2[cH:17][c:18](-[c:26]3[cH:27][cH:28][cH:29][cH:30][cH:31]3)[n:19][c:20]3[cH:21][cH:22][cH:23][cH:24][c:25]23)=[N:13][C:4]1([CH2:5][CH3:6])[c:7]1[cH:8][cH:9][cH:10][cH:11][cH:12]1.